describe an organic reaction: reactants, conditions, products, and yield From a dataset of the Open Reaction Database (ORD), a public repository of structured organic reaction records. Starting materials: C(C)OC(C(C(CCC1=C(C=C(C=C1)CC(C)C)C(=O)O)C[N+](=O)[O-])(CC)C(=O)O)=O (2-ethylcarboxy-3-nitromethyl-5-(4-(2,2-dimethylethyl)carboxyphenyl)pentanoic acid ethyl ester). The reagents and catalysts are [Pt](=O)=O (platinum(IV) oxide). Solvent: C(C)O (ethanol). Conditions: time 8 hour. The product is C(C1=CC=CC=C1)(=O)OCC(C)C (benzoic acid, 2,2-dimethylethyl ester). RXN SMILES: C(OC(=O)C(C(O)=O)(CC)C(C[N+]([O-])=O)CC[C:9]1[CH:14]=[CH:13][C:12](CC(C)C)=[CH:11][C:10]=1[C:19]([OH:21])=[O:20])C>C(O)C.[Pt](=O)=O>[C:19]([O:21][CH2:9][CH:10]([CH3:19])[CH3:11])(=[O:20])[C:10]1[CH:9]=[CH:14][CH:13]=[CH:12][CH:11]=1. Procedure: A mixture of 10.32 grams of 2-ethylcarboxy-3-nitromethyl-5-(4-(2,2-dimethylethyl)carboxyphenyl)pentanoic acid ethyl ester and 1.5 grams of platinum(IV) oxide in 200 ml of ethanol was hydrogenated in a Parr apparatus at an initial pressure of 50 psig H2. Filtration of the catalyst and removal of the solvent in vacuo provided the crude product as an oil which crystallized upon dissolution in 50 ml ether and addition of about 200 ml hexane until just cloudy. After stirring overnight, the crystallin... The reactants are C(C1=CC=CC=C1)C1=C2N(C=C(N1)C1=CC=CC=C1)C(C(=N2)CC=2OC=CC2)=O (8-benzyl-2-(furan-2-ylmethyl)-6-phenylimidazo[1,2-a]pyrazin-3(7H)-one), BrCC1=CC=C(C=C1)B1OC(C(O1)(C)C)(C)C (2-(4-(bromomethyl)phenyl)-4,4,5,5-tetramethyl-1,3,2-dioxaborolane), C([O-])([O-])=O.[K+].[K+] (potassium carbonate), [I-].[K+] (potassium iodide). Run at time 1 hour. The product is C(C1=CC=CC=C1)C=1C=2N(C=C(N1)C1=CC=CC=C1)C(=C(N2)CC=2OC=CC2)OCC2=CC=C(C=C2)B2OC(C(O2)(C)C)(C)C (8-benzyl-2-(furan-2-ylmethyl)-6-phenyl-3-((4-(4,4,5,5-tetramethyl-1,3,2-dioxaborolan-2-yl)benzyl)oxy)imidazo[1,2-a]pyrazine). The yield is 38.6%. RXN SMILES: [CH2:1]([C:8]1[NH:13][C:12]([C:14]2[CH:19]=[CH:18][CH:17]=[CH:16][CH:15]=2)=[CH:11][N:10]2[C:20](=[O:29])[C:21]([CH2:23][C:24]3[O:25][CH:26]=[CH:27][CH:28]=3)=[N:22][C:9]=12)[C:2]1[CH:7]=[CH:6][CH:5]=[CH:4][CH:3]=1.Br[CH2:31][C:32]1[CH:37]=[CH:36][C:35]([B:38]2[O:42][C:41]([CH3:44])([CH3:43])[C:40]([CH3:46])([CH3:45])[O:39]2)=[CH:34][CH:33]=1.C(=O)([O-])[O-].[K+].[K+].[I-].[K+]>>[CH2:1]([C:8]1[C:9]2[N:10]([C:20]([O:29][CH2:31][C:32]3[CH:33]=[CH:34][C:35]([B:38]4[O:39][C:40]([CH3:46])([CH3:45])[C:41]([CH3:44])([CH3:43])[O:42]4)=[CH:36][CH:37]=3)=[C:21]([CH2:23][C:24]3[O:25][CH:26]=[CH:27][CH:28]=3)[N:22]=2)[CH:11]=[C:12]([C:14]2[CH:19]=[CH:18][CH:17]=[CH:16][CH:15]=2)[N:13]=1)[C:2]1[CH:3]=[CH:4][CH:5]=[CH:6][CH:7]=1 |f:2.3.4,5.6|. Procedure details: To a solution of 8-benzyl-2-(furan-2-ylmethyl)-6-phenylimidazo[1,2-a]pyrazin-3(7H)-one (50 mg, 0.13 mmol) was added 2-(4-(bromomethyl)phenyl)-4,4,5,5-tetramethyl-1,3,2-dioxaborolane (47 mg, 0.16 mmol), potassium carbonate (27 mg, 0.20 mmol) and potassium iodide (33 mg, 0.20 mmol). The reaction mixture was stirred at room temperature for 1 h and heat to 40° C. until HPLC shows the completion of the reaction. After cooling down, the reaction mixture was extracted with ethyl acetate/water. The orga... Reactants: CC(C)(C)OC(=O)NCc1ccccc1Sc1c[nH]c2ccc(F)cc12, CCOCC, CO, Cl, [Na+], [OH-]. Product: NCc1ccccc1Sc1c[nH]c2ccc(F)cc12. Reaction SMILES: [C:7]([O:8][C:9](=[O:10])[NH:13][CH2:14][c:15]1[c:16]([S:21][c:22]2[cH:23][nH:24][c:25]3[cH:26][cH:27][c:28]([F:31])[cH:29][c:30]23)[cH:17][cH:18][cH:19][cH:20]1)([CH3:11])([CH3:12])[CH3:32].[CH3:1][CH2:2][O:3][CH2:4][CH3:5].[CH3:35][OH:36].[ClH:6].[Na+:34].[OH-:33]>>[NH2:13][CH2:14][c:15]1[c:16]([S:21][c:22]2[cH:23][nH:24][c:25]3[cH:26][cH:27][c:28]([F:31])[cH:29][c:30]23)[cH:17][cH:18][cH:19][cH:20]1. The reactants are C(C=C)C1=C(C=CC2=C1O[C@H](CO2)COS(=O)(=O)C2=CC=C(C=C2)C)[N+](=O)[O-] ((R)-toluene-4-sulfonic acid 8-allyl-7-nitro-2,3-dihydro-benzo[1,4]dioxin-2-ylmethyl ester), N#N (N2), solution, ·THF, C(=O)([O-])[O-].[K+].[K+] (K2CO3), [OH-].[Na+] (NaOH), OO (H2O2). The solvent is C1CCOC1 (THF), O (water), C(C)O (ethanol). Conditions: temperature 0 celsius, time 8 hour. Yields the product OCCCC1=C(C=CC2=C1O[C@H](CO2)COS(=O)(=O)C2=CC=C(C=C2)C)[N+](=O)[O-] ((R)-toluene-4-sulfonic acid 8-(3-hydroxy-propyl)-7-nitro-2,3-dihydro-benzo[1,4]dioxin-2-ylmethyl ester). The yield is 51.0%. As a reaction SMILES: N#N.[CH2:3]([C:6]1[C:11]2[O:12][C@@H:13]([CH2:16][O:17][S:18]([C:21]3[CH:26]=[CH:25][C:24]([CH3:27])=[CH:23][CH:22]=3)(=[O:20])=[O:19])[CH2:14][O:15][C:10]=2[CH:9]=[CH:8][C:7]=1[N+:28]([O-:30])=[O:29])[CH:4]=[CH2:5].[OH-].[Na+].OO.C([O-])([O-])=[O:36].[K+].[K+]>C1COCC1.O.C(O)C>[OH:36][CH2:5][CH2:4][CH2:3][C:6]1[C:11]2[O:12][C@@H:13]([CH2:16][O:17][S:18]([C:21]3[CH:26]=[CH:25][C:24]([CH3:27])=[CH:23][CH:22]=3)(=[O:20])=[O:19])[CH2:14][O:15][C:10]=2[CH:9]=[CH:8][C:7]=1[N+:28]([O-:30])=[O:29] |f:2.3,5.6.7|. Reported procedure: A 1M solution of BH3 ·THF (11.00 ml, 11.00 mmole) was placed in a 100 ml round-bottom flask equipped with N2 line, dropping funnel and thermometer. The solution was cooled to 0° C. in an ice-water bath. To this cooled solution was added dropwise, (R)-toluene-4-sulfonic acid 8-allyl-7-nitro-2,3-dihydro-benzo[1,4]dioxin-2-ylmethyl ester (2.25 g, 5.56 mmole) in 10 ml of dry THF over a 10 minute period. The reaction was allowed to reach room temperature and then stirred overnight. It was then cooled... Starting materials: [BH4-].[Na+] (Sodium borohydride), C(=O)CC=1C=C2C(=CN(C2=CC1)CCC)CC1=C(C=C(C(=O)OC)C=C1)OC (methyl 4-[5-(formylmethyl)-1-propylindol-3-ylmethyl]-3-methoxybenzoate). Solvent: CO (methanol). Run at time 30 minute. Product: OCCC=1C=C2C(=CN(C2=CC1)CCC)CC1=C(C=C(C(=O)OC)C=C1)OC (methyl 4-[5-(2-hydroxyethyl)-1-propylindol-3-ylmethyl]-3-methoxybenzoate). Yield: 64.5%. As a reaction SMILES: [BH4-].[Na+].[CH:3]([CH2:5][C:6]1[CH:7]=[C:8]2[C:12](=[CH:13][CH:14]=1)[N:11]([CH2:15][CH2:16][CH3:17])[CH:10]=[C:9]2[CH2:18][C:19]1[CH:28]=[CH:27][C:22]([C:23]([O:25][CH3:26])=[O:24])=[CH:21][C:20]=1[O:29][CH3:30])=[O:4]>CO>[OH:4][CH2:3][CH2:5][C:6]1[CH:7]=[C:8]2[C:12](=[CH:13][CH:14]=1)[N:11]([CH2:15][CH2:16][CH3:17])[CH:10]=[C:9]2[CH2:18][C:19]1[CH:28]=[CH:27][C:22]([C:23]([O:25][CH3:26])=[O:24])=[CH:21][C:20]=1[O:29][CH3:30] |f:0.1|. Procedure: Sodium borohydride (0.027 g) was added to a stirred solution of methyl 4-[5-(formylmethyl)-1-propylindol-3-ylmethyl]-3-methoxybenzoate (0.54 g) in methanol (15 ml) under a nitrogen atmosphere. After 30 min, the solvent was evaporated. The residue was dissolved in ethyl acetate, washed with water (twice), brine, and then dried (MgSO4) and evaporated. The product was purified by flash chromatography, eluting with 7:3 hexane:ethyl acetate, to give methyl 4-[5-(2-hydroxyethyl)-1-propylindol-3-ylmeth... Yields the product O=C(NCc1cn(-c2ccccc2)c2cc(Cl)ccc2c1=O)c1ccn(Cc2cccc(Cl)c2)c(=O)c1. The reactants are O=C(O)c1ccn(Cc2cccc(Cl)c2)c(=O)c1, NCc1cn(-c2ccccc2)c2cc(Cl)ccc2c1=O. Reaction SMILES: [Cl:21][c:22]1[cH:23][c:24]([CH2:25][n:26]2[c:27](=[O:35])[cH:28][c:29]([C:32](=[O:33])[OH:34])[cH:30][cH:31]2)[cH:36][cH:37][cH:38]1.[NH2:1][CH2:2][c:3]1[cH:4][n:5](-[c:15]2[cH:16][cH:17][cH:18][cH:19][cH:20]2)[c:6]2[cH:7][c:8]([Cl:14])[cH:9][cH:10][c:11]2[c:12]1=[O:13]>>[NH:1]([CH2:2][c:3]1[cH:4][n:5](-[c:15]2[cH:16][cH:17][cH:18][cH:19][cH:20]2)[c:6]2[cH:7][c:8]([Cl:14])[cH:9][cH:10][c:11]2[c:12]1=[O:13])[C:32]([c:29]1[cH:28][c:27](=[O:35])[n:26]([CH2:25][c:24]2[cH:23][c:22]([Cl:21])[cH:38][cH:37][cH:36]2)[cH:31][cH:30]1)=[O:33].